This data is from the Open Reaction Database (ORD), a public repository of structured organic reaction records. The task is: describe an organic reaction: reactants, conditions, products, and yield The reactants are COC(CS(=O)(=O)NC(=O)C=1C=CC=2C(=C3N(CCN(CC4=C3C=CC(=C4)OC)C)C2C1)C1CCCCC1)=O (methyl({[(14-cyclohexyl-3-methoxy-6-methyl-5,6,7,8-tetrahydroindolo[2,1-a][2,5]benzodiazocin-11-yl)carbonyl]amino}sulfonyl)acetate), O (water), [OH-].[Na+] (NaOH), Cl (HCl). Solvent: O1CCOCC1 (dioxane). Conditions: time 1 hour. Product: C1(CCCCC1)C=1C=2C=CC(=CC2N2C1C1=C(CN(CC2)C)C=C(C=C1)OC)C(=O)NS(=O)(=O)CC(=O)O (({[(14-cyclohexyl-3-methoxy-6-methyl-5,6,7,8-tetrahydroindolo[2,1-a][2,5]benzodiazocin-11-yl)carbonyl]amino}sulfonyl)acetic acid). Yield: 72.0%. RXN SMILES: C[O:2][C:3](=[O:39])[CH2:4][S:5]([NH:8][C:9]([C:11]1[CH:12]=[CH:13][C:14]2[C:15]([CH:33]3[CH2:38][CH2:37][CH2:36][CH2:35][CH2:34]3)=[C:16]3[C:23]4[CH:24]=[CH:25][C:26]([O:28][CH3:29])=[CH:27][C:22]=4[CH2:21][N:20]([CH3:30])[CH2:19][CH2:18][N:17]3[C:31]=2[CH:32]=1)=[O:10])(=[O:7])=[O:6].O.[OH-].[Na+].Cl>O1CCOCC1>[CH:33]1([C:15]2[C:14]3[CH:13]=[CH:12][C:11]([C:9]([NH:8][S:5]([CH2:4][C:3]([OH:39])=[O:2])(=[O:7])=[O:6])=[O:10])=[CH:32][C:31]=3[N:17]3[CH2:18][CH2:19][N:20]([CH3:30])[CH2:21][C:22]4[CH:27]=[C:26]([O:28][CH3:29])[CH:25]=[CH:24][C:23]=4[C:16]=23)[CH2:38][CH2:37][CH2:36][CH2:35][CH2:34]1 |f:2.3|. Procedure: To a solution of methyl({[(14-cyclohexyl-3-methoxy-6-methyl-5,6,7,8-tetrahydroindolo[2,1-a][2,5]benzodiazocin-11-yl)carbonyl]amino}sulfonyl)acetate (from example 5) in dioxane (0.04 M) was added an equal volume of water and 4 eq of NaOH (1 N aqueous solution). The reaction was stirred vigorously at RT for 1 h. The reaction was acidified with aqueous HCl (1 N) and reduced in vacuo to remove dioxane. The resultant aqueous slurry was diluted with MeCN and water and freeze dried to leave a white pow... Reactants: C(C)(C)(C)OC(=O)N1CCN(CCC1)C1=NC2=C(N1)C=CC=C2 (1-(t-butoxycarbonyl)-4-(1H-benzimidazol-2-yl)[1,4]diazepane), [H-].[Na+] (sodium hydride), S(C)(=O)(=O)OCCOC(C)C (2-(isopropoxy)ethyl mesylate). Run in CN(C=O)C (dimethylformamide). Reaction conditions: temperature 80 celsius, time 30 minute. Product: C(C)(C)(C)OC(=O)N1CCN(CCC1)C1=NC2=C(N1CCOC(C)C)C=CC=C2 (1-(t-butoxycarbonyl)-4-(1-(2-(isopropoxy)ethyl)-1H-benzimidazol-2-yl)[1,4]diazepane). Reaction SMILES: [C:1]([O:5][C:6]([N:8]1[CH2:14][CH2:13][CH2:12][N:11]([C:15]2[NH:19][C:18]3[CH:20]=[CH:21][CH:22]=[CH:23][C:17]=3[N:16]=2)[CH2:10][CH2:9]1)=[O:7])([CH3:4])([CH3:3])[CH3:2].[H-].[Na+].S(O[CH2:31][CH2:32][O:33][CH:34]([CH3:36])[CH3:35])(=O)(=O)C>CN(C)C=O>[C:1]([O:5][C:6]([N:8]1[CH2:14][CH2:13][CH2:12][N:11]([C:15]2[N:16]([CH2:31][CH2:32][O:33][CH:34]([CH3:36])[CH3:35])[C:17]3[CH:23]=[CH:22][CH:21]=[CH:20][C:18]=3[N:19]=2)[CH2:10][CH2:9]1)=[O:7])([CH3:4])([CH3:2])[CH3:3] |f:1.2|. Reported procedure: Combine 1-(t-butoxycarbonyl)-4-(1H-benzimidazol-2-yl)[1,4]diazepane (0.54 g, 1.71 mmol), and sodium hydride (0.87 g, 3.48 mmol) in dimethylformamide (10 mL). After 30 minutes, add 2-(isopropoxy)ethyl mesylate (0.51 g, 5.5 mmol). Heat to 80° C. After 2 hours, cool the reaction mixture to ambient temperature and partition between dichloromethane and a saturated aqueous sodium bicarbonate solution. Separate the layers and extract the organic layer with brine. Dry the organic layer over MgSO4, filte... The reactants are CCCCC(Cc1ccc(OCCNC(=O)c2ccc(-c3cccc(C=O)c3)cc2)cc1)C(=O)OCC, CC#N, [O-][Cl+][O-], [Na+], [Na+], O, O, O, OO, O=P([O-])(O)O. Yields the product CCCCC(Cc1ccc(OCCNC(=O)c2ccc(-c3cccc(C(=O)O)c3)cc2)cc1)C(=O)OCC. As a reaction SMILES: [CH2:9]([CH2:10][CH2:11][CH3:12])[CH:13]([C:14](=[O:15])[O:16][CH2:17][CH3:18])[CH2:19][c:20]1[cH:21][cH:22][c:23]([O:26][CH2:27][CH2:28][NH:29][C:30](=[O:31])[c:32]2[cH:33][cH:34][c:35](-[c:38]3[cH:39][c:40]([CH:44]=[O:45])[cH:41][cH:42][cH:43]3)[cH:36][cH:37]2)[cH:24][cH:25]1.[CH3:52][C:53]#[N:54].[Cl+:48]([O-:49])[O-:50].[Na+:51].[Na+:8].[OH2:1].[OH2:2].[OH2:55].[OH:46][OH:47].[P:3]([O-:4])([OH:5])([OH:6])=[O:7]>>[CH2:9]([CH2:10][CH2:11][CH3:12])[CH:13]([C:14](=[O:15])[O:16][CH2:17][CH3:18])[CH2:19][c:20]1[cH:21][cH:22][c:23]([O:26][CH2:27][CH2:28][NH:29][C:30](=[O:31])[c:32]2[cH:33][cH:34][c:35](-[c:38]3[cH:39][c:40]([C:44](=[O:45])[OH:49])[cH:41][cH:42][cH:43]3)[cH:36][cH:37]2)[cH:24][cH:25]1. Reactants: C1=CC=CC=C1 (C6H6), C(C)OC(CCC1=C(N=C(NC1=O)NC(C)=O)N(C(C)=O)C(C)=O)OCC (3-(2-Acetylamino-4-diacetylamino-1,6-dihydro-6-oxo-5-pyrimidinyl)propionaldehyde diethyl acetal), O (water), C(C)(=O)OCC (ethyl acetate). Run in CCO (EtOH). The product is C(C)(=O)NC=1NC(C2=C(N1)N(C(CC2)O)C(C)=O)=O (2-acetamido-8-acetyl-5,6,7,8-tetrahydro-7-hydroxypyrido[2,3-d]pyrimidin-4(3H)-one). RXN SMILES: C(OC(OCC)C[CH2:6][C:7]1[C:12](=[O:13])[NH:11][C:10]([NH:14][C:15](=[O:17])[CH3:16])=[N:9][C:8]=1[N:18]([C:22](=[O:24])[CH3:23])[C:19](=[O:21])[CH3:20])C.O.C(OCC)(=O)C.C1C=CC=CC=1>CCO>[C:15]([NH:14][C:10]1[NH:11][C:12](=[O:13])[C:7]2[CH2:6][CH2:20][CH:19]([OH:21])[N:18]([C:22](=[O:24])[CH3:23])[C:8]=2[N:9]=1)(=[O:17])[CH3:16]. Procedure: 3-(2-Acetylamino-4-diacetylamino-1,6-dihydro-6-oxo-5-pyrimidinyl)propionaldehyde diethyl acetal (25.0 g, 0.66 mol) was heated with 100 ml of water on a steam bath for 4 hours. The solution was filtered hot to remove an insoluble by-product, and the filtrates were spin evaporated in vacuo to a thick syrup. This syrup was successively dissolved in ethanol and then ethylacetate followed by spin evaporation each time to give a solid which was digested with ethyl acetate. The solids were collected an... The reactants are O.[PH2](=O)[O-].[Na+] (sodium hypophosphite monohydrate), 5a, CC1=C2C=CNC2=CC=C1C#N (4-methyl-1H-indole-5-carbonitrile). The reagents and catalysts are [Ni] (Raney-Nickel). Solvent: C(C)(=O)O.N1=CC=CC=C1 (acetic acid pyridine). Product: CC1=C2C=CNC2=CC=C1C=O (4-methyl-1H-indole-5-carbaldehyde). As a reaction SMILES: [CH3:1][C:2]1[C:10]([C:11]#N)=[CH:9][CH:8]=[C:7]2[C:3]=1[CH:4]=[CH:5][NH:6]2.O.[PH2]([O-])=[O:15].[Na+]>C(O)(=O)C.N1C=CC=CC=1.[Ni]>[CH3:1][C:2]1[C:10]([CH:11]=[O:15])=[CH:9][CH:8]=[C:7]2[C:3]=1[CH:4]=[CH:5][NH:6]2 |f:1.2.3,4.5|. Procedure: In analogy to the procedure described in preparation 5a), 4-methyl-1H-indole-5-carbonitrile was reacted with sodium hypophosphite monohydrate and Raney-Nickel in acetic acid/pyridine to give 4-methyl-1H-indole-5-carbaldehyde as light yellow solid. The reactants are C(C1=CC=CC=C1)O[C@@H]1[C@H]([C@H]2O[C@@H]([C@H]1OCC1=CC=CC=C1)CO2)OC2OCCCC2 (1,6-anhydro-3,4-di-O-benzyl-2-O-tetrahydropyranyl-β-D-glucopyranose), Cl (hydrochloric acid), CC(=O)C (acetone), [OH-].[Na+] (sodium hydroxide). Yields the product C(C1=CC=CC=C1)(=O)O[C@H]1[C@H]2O[C@@H]([C@H]([C@@H]1OCC1=CC=CC=C1)OCC1=CC=CC=C1)CO2 (1,6-anhydro-2-O-benzoyl-3,4-di-O-benzyl-β-D-glucopyranose). As a reaction SMILES: [CH2:1]([O:8][C@H:9]1[C@H:14]([O:15][CH2:16][C:17]2[CH:22]=[CH:21][CH:20]=[CH:19][CH:18]=2)[C@H:13]2[CH2:23][O:24][C@H:11]([O:12]2)[C@@H:10]1[O:25]C1CCCCO1)C1C=CC=CC=1.Cl.[OH-:33].[Na+].[CH3:35][C:36]([CH3:38])=O>>[C:35]([O:12][C@@H:13]1[C@@H:14]([O:15][CH2:16][C:17]2[CH:18]=[CH:19][CH:20]=[CH:21][CH:22]=2)[C@H:9]([O:8][CH2:1][C:17]2[CH:22]=[CH:21][CH:20]=[CH:19][CH:18]=2)[C@H:10]2[CH2:11][O:24][C@@H:23]1[O:25]2)(=[O:33])[C:36]1[CH:38]=[CH:11][CH:10]=[CH:9][CH:14]=1 |f:2.3|. Procedure: A solution of 51 g of 1,6-anhydro-3,4-di-O-benzyl-2-O-tetrahydropyranyl-β-D-glucopyranose in 400 ml of acetone is warmed with 20 ml 1 N hydrochloric acid to 50° for 20 minutes. After cooling, this solution is neutralised with 1 N sodium hydroxide solution and evaporated to dryness. The residue is taken up in ether, this solution is washed thoroughly with water and dried over magnesium sulphate and the solvent is evaporated. The product is benzoylated as described in Example 3 and the 1,6-anhydro...